This data is from the Open Reaction Database (ORD), a public repository of structured organic reaction records. The task is: describe an organic reaction: reactants, conditions, products, and yield The reactants are BrC1=CC(=C(C=C1)N)F (4-bromo-2-fluorophenylamine), N1=CC=CC=C1 (pyridine), C(C)(=O)Cl (acetyl chloride). The solvent is ClCCl (dichloromethane). Conditions: time 10 minute. Yields the product BrC1=CC(=C(C=C1)NC(C)=O)F (N-(4-bromo-2-fluorophenyl)acetamide), solid. The yield is 97.0%. As a reaction SMILES: [Br:1][C:2]1[CH:7]=[CH:6][C:5]([NH2:8])=[C:4]([F:9])[CH:3]=1.N1C=CC=CC=1.[C:16](Cl)(=[O:18])[CH3:17]>ClCCl>[Br:1][C:2]1[CH:7]=[CH:6][C:5]([NH:8][C:16](=[O:18])[CH3:17])=[C:4]([F:9])[CH:3]=1. Procedure details: A solution of 4-bromo-2-fluorophenylamine (10.9 g, 57.4 mmol) and pyridine (9.4 mL, 115 mmol) in 50 mL of anhydrous dichloromethane was treated with acetyl chloride (3.33 mL, 63.1 mmol) at 0° C. After 10 minutes at 0° C. and 10 minutes at room temperature, the mixture was concentrated in vacuo and the residue was treated with 300 mL of 1 N aqueous sulfuric acid. The organic layer was concentrated in vacuo to give 12.9 g of N-(4-bromo-2-fluorophenyl)acetamide as a light greyish solid (97% yield). Isolated yield 48.9%. Reaction SMILES: [OH:1][C@@H:2]([C@H:4]1[C:25](=[O:26])[N:6]2[C@@H:7]([C:12]([O:14][CH2:15][C:16]3[CH:21]=[CH:20][C:19]([N+:22]([O-:24])=[O:23])=[CH:18][CH:17]=3)=[O:13])[C:8](=O)[C@H:9]([CH3:10])[C@H:5]12)[CH3:3].[CH:27]([NH:29][CH2:30][CH2:31][S:32][C:33]1[N:34]=[CH:35][N:36]2[CH:40]=[C:39]([Sn](CCCC)(CCCC)CCCC)[S:38][C:37]=12)=[O:28]>>[CH:27]([NH:29][CH2:30][CH2:31][S:32][C:33]1[N:34]=[CH:35][N:36]2[CH:40]=[C:39]([C:8]3[C@H:9]([CH3:10])[C@@H:5]4[C@@H:4]([C@H:2]([OH:1])[CH3:3])[C:25](=[O:26])[N:6]4[C:7]=3[C:12]([O:14][CH2:15][C:16]3[CH:17]=[CH:18][C:19]([N+:22]([O-:24])=[O:23])=[CH:20][CH:21]=3)=[O:13])[S:38][C:37]=12)=[O:28]. The reactants are O[C@H](C)[C@@H]1[C@@H]2N([C@H](C([C@@H]2C)=O)C(=O)OCC2=CC=C(C=C2)[N+](=O)[O-])C1=O (4-nitrobenzyl (1R,3R,5R,6S)-6-((1R)-1-hydroxyethyl)-1-methyl-2-oxo-1-carbapenam-3-carboxylate), C(=O)NCCSC=1N=CN2C1SC(=C2)[Sn](CCCC)(CCCC)CCCC (7-(2-formylaminoethyl)thio-2-(tri-n-butylstannyl)imidazo[5,1-b]thiazole). Procedure details: The procedure of Example 1a) was repeated, except that 1.06 g of 4-nitrobenzyl (1R,3R,5R,6S)-6-((1R)-1-hydroxyethyl)-1-methyl-2-oxo-1-carbapenam-3-carboxylate and 1.665 g of 7-(2-formylaminoethyl)thio-2-(tri-n-butylstannyl)imidazo[5,1-b]thiazole were used as the starting compounds. Thus, 818 mg of 4-nitrobenzyl (1S,5R,6S)-2-[7-(2-formylaminoethyl)thioimidazo[5,1-b]thiazol-2-yl]-6-((1R)-1-hydroxyethyl)-1-methyl-1-carbapen-2-em-3-carboxylate was prepared. Yields the product C(=O)NCCSC=1N=CN2C1SC(=C2)C=2[C@@H]([C@H]1N(C2C(=O)OCC2=CC=C(C=C2)[N+](=O)[O-])C([C@@H]1[C@@H](C)O)=O)C (4-nitrobenzyl (1S,5R,6S)-2-[7-(2-formylaminoethyl)thioimidazo[5,1-b]thiazol-2-yl]-6-((1R)-1-hydroxyethyl)-1-methyl-1-carbapen-2-em-3-carboxylate). The reactants are N[C@@H](C(=O)OCC)CCCCNC(=O)OCC1=CC=CC=C1 (ethyl (2R)-2-amino-6-{[(benzyloxy)carbonyl]-amino}hexanoate), C(C)(C)(C)N=C=S (tert-butyl isothiocyanate), [N-]=C=S (isothiocyanate). The solvent is CCOCC (ether), C(C)O (ethanol). Run at temperature 80 celsius. Yields the product C(C1=CC=CC=C1)OC(=O)NCCCC[C@H](C(=O)OCC)NC(=S)NC(C)(C)C (ethyl (2R)-6-{[(benzyloxy)carbonyl]amino}-2-{[(tert-butylamino)carbothioyl]amino}hexanoate). Reaction SMILES: [NH2:1][C@H:2]([CH2:8][CH2:9][CH2:10][CH2:11][NH:12][C:13]([O:15][CH2:16][C:17]1[CH:22]=[CH:21][CH:20]=[CH:19][CH:18]=1)=[O:14])[C:3]([O:5][CH2:6][CH3:7])=[O:4].[C:23]([N:27]=[C:28]=[S:29])([CH3:26])([CH3:25])[CH3:24].[N-]=C=S>C(O)C.CCOCC>[CH2:16]([O:15][C:13]([NH:12][CH2:11][CH2:10][CH2:9][CH2:8][C@@H:2]([NH:1][C:28]([NH:27][C:23]([CH3:26])([CH3:25])[CH3:24])=[S:29])[C:3]([O:5][CH2:6][CH3:7])=[O:4])=[O:14])[C:17]1[CH:18]=[CH:19][CH:20]=[CH:21][CH:22]=1. Procedure: The process is performed as in Example 2, starting with 7.4 g of ethyl (2R)-2-amino-6-{[(benzyloxy)carbonyl]-amino}hexanoate with 5 cm3 of tert-butyl isothiocyanate in 200 cm3 of anhydrous ethanol at a temperature in the region of 20° C. for 20 hours. The reaction is completed by addition of a further 1 cm3 of isothiocyanate and heating for 2 hours at a temperature in the region of 80° C. The reaction medium is concentrated under reduced pressure (5 kPa) at a temperature in the region of 40° C. ... Yield: 70.7%. Starting materials: NC1=C(C=C(C=C1C=1C(=NC=CC1)OC)C(C)(C)C)C#CC1=CC=C(C=C1)NS(=O)(=O)C (N-{4-[2-amino-5-tert-butyl-3-(2-methoxy-pyridin-3-yl)-phenylethynyl]-phenyl}-methanesulfonamide), [H][H] (hydrogen). Procedure: step 4—A mixture of 84 (0.131 g, 0.29 mmol) and Pd(OH)2 (20% wt. on carbon, 0.100 g) in EtOAc (20 mL) and MeOH (20 mL) in a Parr bottle at RT was shaken under 40 psi hydrogen atmosphere for 45 min. The catalyst was filtered and the filtrate was concentrated to afford 0.093 g (66%) of N-(4-{2-[2-amino-5-tert-butyl-3-(2-methoxy-pyridin-3-yl)-phenyl]-ethyl}-phenyl)-methanesulfonamide (86) as an off-white solid. As a reaction SMILES: [NH2:1][C:2]1[C:7]([C:8]2[C:9]([O:14][CH3:15])=[N:10][CH:11]=[CH:12][CH:13]=2)=[CH:6][C:5]([C:16]([CH3:19])([CH3:18])[CH3:17])=[CH:4][C:3]=1[C:20]#[C:21][C:22]1[CH:27]=[CH:26][C:25]([NH:28][S:29]([CH3:32])(=[O:31])=[O:30])=[CH:24][CH:23]=1.[H][H]>CCOC(C)=O.CO.[OH-].[OH-].[Pd+2]>[NH2:1][C:2]1[C:7]([C:8]2[C:9]([O:14][CH3:15])=[N:10][CH:11]=[CH:12][CH:13]=2)=[CH:6][C:5]([C:16]([CH3:17])([CH3:18])[CH3:19])=[CH:4][C:3]=1[CH2:20][CH2:21][C:22]1[CH:23]=[CH:24][C:25]([NH:28][S:29]([CH3:32])(=[O:31])=[O:30])=[CH:26][CH:27]=1 |f:4.5.6|. Solvent: CCOC(=O)C (EtOAc), CO (MeOH). Reagents/catalysts: [OH-].[OH-].[Pd+2] (Pd(OH)2). The product is NC1=C(C=C(C=C1C=1C(=NC=CC1)OC)C(C)(C)C)CCC1=CC=C(C=C1)NS(=O)(=O)C (N-(4-{2-[2-amino-5-tert-butyl-3-(2-methoxy-pyridin-3-yl)-phenyl]-ethyl}-phenyl)-methanesulfonamide). The reactants are COC(=O)c1c(C)cc(O)cc1C, ClCCN1CCOCC1, [K+], [K+], O=C([O-])[O-], CN(C)C=O, O. The product is COC(=O)c1c(C)cc(OCCN2CCOCC2)cc1C. RXN SMILES: [CH3:1][c:2]1[c:3]([C:4](=[O:5])[O:6][CH3:7])[c:8]([CH3:13])[cH:9][c:10]([OH:12])[cH:11]1.[Cl:14][CH2:15][CH2:16][N:17]1[CH2:18][CH2:19][O:20][CH2:21][CH2:22]1.[K+:23].[K+:24].[O-:25][C:26]([O-:27])=[O:28].[O:29]=[CH:30][N:31]([CH3:32])[CH3:33].[OH2:34]>>[CH3:1][c:2]1[c:3]([C:4](=[O:5])[O:6][CH3:7])[c:8]([CH3:13])[cH:9][c:10]([O:12][CH2:15][CH2:16][N:17]2[CH2:18][CH2:19][O:20][CH2:21][CH2:22]2)[cH:11]1.